From a dataset of the Open Reaction Database (ORD), a public repository of structured organic reaction records. describe an organic reaction: reactants, conditions, products, and yield Yields the product FC1=C(C=CC(=C1)F)[C@]1([C@@H](C)N2N=CN(C2=O)C2=NC=NC=C2)CO1 (2-[(1R,2S)-2-(2,4-difluorophenyl)-2,3-epoxy-1methylpropyl]-4-(4-pyrimidinyl)-3(2H,4H)-1,2,4-triazolone). Reactants: FC1=C(C=CC(=C1)F)[C@]1(OC1)[C@H](C)O ((1S)-1-[(2R)-2-(2,4-difluorophenyl)-2-oxiranyl]ethanol), N1=CN=C(C=C1)N1C(NN=C1)=O (4-(4-pyrimidinyl)-3(2H,4H)-1,2,4-triazolone). Reaction SMILES: [F:1][C:2]1[CH:7]=[C:6]([F:8])[CH:5]=[CH:4][C:3]=1[C@:9]1([C@@H:12](O)[CH3:13])[CH2:11][O:10]1.[N:15]1[CH:20]=[CH:19][C:18]([N:21]2[CH:25]=[N:24][NH:23][C:22]2=[O:26])=[N:17][CH:16]=1>>[F:1][C:2]1[CH:7]=[C:6]([F:8])[CH:5]=[CH:4][C:3]=1[C@:9]1([O:10][CH2:11]1)[C@H:12]([N:23]1[C:22](=[O:26])[N:21]([C:18]2[CH:19]=[CH:20][N:15]=[CH:16][N:17]=2)[CH:25]=[N:24]1)[CH3:13]. Isolated yield 30.8%. Reported procedure: In the same manner as in Reference Example 5, starting from 536 mg of (1S)-1-[(2R)-2-(2,4-difluorophenyl)-2-oxiranyl]ethanol and 305 mg of 4-(4-pyrimidinyl)-3(2H,4H)-1,2,4-triazolone, 2-[(1R,2S)-2-(2,4-difluorophenyl)-2,3-epoxy-1methylpropyl]-4-(4-pyrimidinyl)-3(2H,4H)-1,2,4-triazolone (199 mg) was obtained as a colorless oil. Starting materials: N[C@@H]1CC[C@H](CC1)NC1=C(C(=O)NCC2=CC(=C(C=C2)OC)OC)C=C(C=C1)[N+](=O)[O-] (2-[(trans-4-aminocyclohexyl)amino]-N-(3,4-dimethoxybenzyl)-5nitrobenzamide), C(=O)OCC (ethyl formate). Reaction SMILES: [NH2:1][C@H:2]1[CH2:7][CH2:6][C@H:5]([NH:8][C:9]2[CH:28]=[CH:27][C:26]([N+:29]([O-:31])=[O:30])=[CH:25][C:10]=2[C:11]([NH:13][CH2:14][C:15]2[CH:20]=[CH:19][C:18]([O:21][CH3:22])=[C:17]([O:23][CH3:24])[CH:16]=2)=[O:12])[CH2:4][CH2:3]1.[CH:32](OCC)=[O:33]>CN(C)C=O>[CH3:24][O:23][C:17]1[CH:16]=[C:15]([CH:20]=[CH:19][C:18]=1[O:21][CH3:22])[CH2:14][NH:13][C:11](=[O:12])[C:10]1[CH:25]=[C:26]([N+:29]([O-:31])=[O:30])[CH:27]=[CH:28][C:9]=1[NH:8][C@H:5]1[CH2:6][CH2:7][C@H:2]([NH:1][CH:32]=[O:33])[CH2:3][CH2:4]1. Solvent: CN(C=O)C (dimethylformamide). Procedure details: To a solution of 2-[(trans-4-aminocyclohexyl)amino]-N-(3,4-dimethoxybenzyl)-5nitrobenzamide (10 g) in dimethylformamide (60 mL) was added ethyl formate (200 mL), and the mixture was heated for 8 hours under reflux. The mixture was partitioned between ethyl acetate and water. The separated organic layer was washed with water and brine, dried over magnesium sulfate and evaporated in vacuo. The residue was purified by a silica gel column chromatography eluting with a mixture of chloroform and metha... Yields the product COC=1C=C(CNC(C2=C(C=CC(=C2)[N+](=O)[O-])N[C@@H]2CC[C@H](CC2)NC=O)=O)C=CC1OC (N-(3,4-dimethoxybenzyl)-2-[(trans-4-formamidocyclohexyl)amino]-5-nitrobenzamide). The reactants are O=C([O-])[O-], COC1CCC(O)CC1, CC(=O)OCC1OC(O)(c2ccc(Cl)c(O)c2)C(OC(C)=O)C(OC(C)=O)C1OC(C)=O, [K+], [K+], CC(C)OC(=O)N=NC(=O)OC(C)C, C1CCOC1, c1ccc(P(c2ccccc2)c2ccccc2)cc1. Yields the product COC1CCC(Oc2cc(C3(O)OC(COC(C)=O)C(OC(C)=O)C(OC(C)=O)C3OC(C)=O)ccc2Cl)CC1. RXN SMILES: [C:75](=[O:76])([O-:77])[O-:78].[CH3:1][O:2][CH:3]1[CH2:4][CH2:5][CH:6]([OH:9])[CH2:7][CH2:8]1.[Cl:43][c:44]1[c:45]([OH:74])[cH:46][c:47]([C:50]2([OH:51])[CH:52]([O:53][C:54]([CH3:55])=[O:56])[CH:57]([O:58][C:59]([CH3:60])=[O:61])[CH:62]([O:63][C:64]([CH3:65])=[O:66])[CH:67]([CH2:69][O:70][C:71]([CH3:72])=[O:73])[O:68]2)[cH:48][cH:49]1.[K+:79].[K+:80].[O:29]=[C:30]([O:31][CH:32]([CH3:33])[CH3:34])[N:35]=[N:36][C:37]([O:38][CH:39]([CH3:40])[CH3:41])=[O:42].[O:81]1[CH2:82][CH2:83][CH2:84][CH2:85]1.[c:10]1([P:11]([c:12]2[cH:13][cH:14][cH:15][cH:16][cH:17]2)[c:18]2[cH:19][cH:20][cH:21][cH:22][cH:23]2)[cH:24][cH:25][cH:26][cH:27][cH:28]1>>[CH3:1][O:2][CH:3]1[CH2:4][CH2:5][CH:6]([O:74][c:45]2[c:44]([Cl:43])[cH:49][cH:48][c:47]([C:50]3([OH:51])[CH:52]([O:53][C:54]([CH3:55])=[O:56])[CH:57]([O:58][C:59]([CH3:60])=[O:61])[CH:62]([O:63][C:64]([CH3:65])=[O:66])[CH:67]([CH2:69][O:70][C:71]([CH3:72])=[O:73])[O:68]3)[cH:46]2)[CH2:7][CH2:8]1. Reactants: O=C(Cl)CBr, CCOC(CCNCC1OCCO1)OCC, [Na+], [Na+], O=C([O-])[O-], O, c1ccccc1. Yields the product CCOC(CCN(CC1OCCO1)C(=O)CBr)OCC. Reaction SMILES: [Br:29][CH2:30][C:31](=[O:32])[Cl:33].[CH2:1]([CH3:2])[O:3][CH:4]([CH2:5][CH2:6][NH:7][CH2:8][CH:9]1[O:10][CH2:11][CH2:12][O:13]1)[O:14][CH2:15][CH3:16].[Na+:23].[Na+:24].[O-:25][C:26](=[O:27])[O-:28].[OH2:34].[cH:17]1[cH:18][cH:19][cH:20][cH:21][cH:22]1>>[CH2:1]([CH3:2])[O:3][CH:4]([CH2:5][CH2:6][N:7]([CH2:8][CH:9]1[O:10][CH2:11][CH2:12][O:13]1)[C:31]([CH2:30][Br:29])=[O:32])[O:14][CH2:15][CH3:16]. Starting materials: CN(CCN(C1=CC=NC=C1)C)C1=CC=C(C=C1)[N+](=O)[O-] (N,N'-Dimethyl-N-(4-nitrophenyl)-N'-(4-pyridyl)-1,2-ethanediamine). Solvent: CO (methanol). The product is NC1=CC=C(C=C1)N(CCN(C1=CC=NC=C1)C)C (N-(4-Aminophenyl)-N,N'-dimethyl-N'-(4-pyridyl)-1,2-ethanediamine). Yield: 100.5%. RXN SMILES: [CH3:1][N:2]([C:13]1[CH:18]=[CH:17][C:16]([N+:19]([O-])=O)=[CH:15][CH:14]=1)[CH2:3][CH2:4][N:5]([CH3:12])[C:6]1[CH:11]=[CH:10][N:9]=[CH:8][CH:7]=1>CO>[NH2:19][C:16]1[CH:17]=[CH:18][C:13]([N:2]([CH3:1])[CH2:3][CH2:4][N:5]([CH3:12])[C:6]2[CH:11]=[CH:10][N:9]=[CH:8][CH:7]=2)=[CH:14][CH:15]=1. Procedure details: A solution of the product of part (ii) (0.50 g) in methanol (50 ml) was hydrogenated at room temperature and 3.5 bar in the presence of 5% palladium on carbon (50 mg) until the required amount of hydrogen had been absorbed. The catalyst was filtered off and the filtrate was evaporated to give the title compound (0.45 g) as a gum which was used without further purification. The reactants are CC1(C)OB(c2cnc(N)nc2)OC1(C)C, CC(C)Cn1cnc2c(N3CCOCC3C)nc(Cl)nc21, [Na+], [Na+], O=C([O-])[O-], C1COCCO1, O. Product: CC(C)Cn1cnc2c(N3CCOCC3C)nc(-c3cnc(N)nc3)nc21. As a reaction SMILES: [CH3:28][C:29]1([CH3:30])[C:31]([CH3:32])([CH3:33])[O:34][B:35]([c:36]2[cH:37][n:38][c:39]([NH2:42])[n:40][cH:41]2)[O:43]1.[Cl:7][c:8]1[n:9][c:10]([N:21]2[CH:22]([CH3:27])[CH2:23][O:24][CH2:25][CH2:26]2)[c:11]2[n:12][cH:13][n:14]([CH2:17][CH:18]([CH3:19])[CH3:20])[c:15]2[n:16]1.[Na+:44].[Na+:45].[O-:46][C:47](=[O:48])[O-:49].[O:1]1[CH2:2][CH2:3][O:4][CH2:5][CH2:6]1.[OH2:50]>>[c:8]1(-[c:36]2[cH:37][n:38][c:39]([NH2:42])[n:40][cH:41]2)[n:9][c:10]([N:21]2[CH:22]([CH3:27])[CH2:23][O:24][CH2:25][CH2:26]2)[c:11]2[n:12][cH:13][n:14]([CH2:17][CH:18]([CH3:19])[CH3:20])[c:15]2[n:16]1. As a reaction SMILES: [CH:1](=[CH2:2])[c:3]1[n:4][cH:5][c:6]([S:9](=[O:10])(=[O:11])[c:12]2[c:13]([F:18])[cH:14][cH:15][cH:16][cH:17]2)[cH:7][cH:8]1.[F:19][c:20]1[c:21]([B:27]([OH:28])[OH:29])[cH:22][cH:23][c:24]([F:26])[cH:25]1.[Na+:30].[Na+:31].[O-:32][C:33](=[O:34])[O-:35].[OH2:36]>>[CH2:1]([CH2:2][c:21]1[c:20]([F:19])[cH:25][c:24]([F:26])[cH:23][cH:22]1)[c:3]1[n:4][cH:5][c:6]([S:9](=[O:10])(=[O:11])[c:12]2[c:13]([F:18])[cH:14][cH:15][cH:16][cH:17]2)[cH:7][cH:8]1. Reactants: C=Cc1ccc(S(=O)(=O)c2ccccc2F)cn1, OB(O)c1ccc(F)cc1F, [Na+], [Na+], O=C([O-])[O-], O. The product is O=S(=O)(c1ccc(CCc2ccc(F)cc2F)nc1)c1ccccc1F. The reactants are OC=1C=C2C=CNC2=CC1 (5-hydroxyindole), C(=O)([O-])[O-].[K+].[K+] (K2CO3), BrCCCCC1=CC=CC=C1 ((4-bromobutyl) benzene). Solvent: CC(CC)=O (2-butanone), C(Cl)Cl (CH2Cl2). Yields the product C1(=CC=CC=C1)CCCCOC=1C=C2C=CNC2=CC1 (5-(4-phenylbutyloxy)indole). Reaction SMILES: [OH:1][C:2]1[CH:3]=[C:4]2[C:8](=[CH:9][CH:10]=1)[NH:7][CH:6]=[CH:5]2.C([O-])([O-])=O.[K+].[K+].Br[CH2:18][CH2:19][CH2:20][CH2:21][C:22]1[CH:27]=[CH:26][CH:25]=[CH:24][CH:23]=1>CC(=O)CC.C(Cl)Cl>[C:22]1([CH2:21][CH2:20][CH2:19][CH2:18][O:1][C:2]2[CH:3]=[C:4]3[C:8](=[CH:9][CH:10]=2)[NH:7][CH:6]=[CH:5]3)[CH:27]=[CH:26][CH:25]=[CH:24][CH:23]=1 |f:1.2.3|. Procedure details: A stirred mixture of 5-hydroxyindole (0.5 g, 3.8 mmol), anhydrous K2CO3 (1.58 g, 11.4 mmol), (4-bromobutyl) benzene (2.11 g, 11.4 mmol), and a catalytic amount of Kl in 2-butanone (40 ml) was heated at reflux overnight under nitrogen. After allowing to cool to room temperature, the reaction mixture was filtered, the flitrate then concentrated under reduced pressure to give an oil. The oil was taken up in CH2Cl2 (50 ml) and washed successively with 2N-NaOH (1×20 ml) and water (1×20 ml). The organ...